From a dataset of the Open Reaction Database (ORD), a public repository of structured organic reaction records. describe an organic reaction: reactants, conditions, products, and yield Product: O=C(O)C1(c2ccc(C3(O)CCCC3)cc2)CC1. Reactants: O=C(O)C1(c2ccc(Br)cc2)CC1, CCCC[Mg]CCCC, [Li]CCCC, C1CCOC1, CCCCCCC, O=C1CCCC1. RXN SMILES: [Br:1][c:2]1[cH:3][cH:4][c:5]([C:8]2([C:11](=[O:12])[OH:13])[CH2:9][CH2:10]2)[cH:6][cH:7]1.[CH2:14]([Mg:15][CH2:16][CH2:17][CH2:18][CH3:19])[CH2:20][CH2:21][CH3:22].[CH2:23]([Li:24])[CH2:25][CH2:26][CH3:27].[CH2:41]1[O:42][CH2:43][CH2:44][CH2:45]1.[CH3:34][CH2:35][CH2:36][CH2:37][CH2:38][CH2:39][CH3:40].[O:28]=[C:29]1[CH2:30][CH2:31][CH2:32][CH2:33]1>>[c:2]1([C:29]2([OH:28])[CH2:30][CH2:31][CH2:32][CH2:33]2)[cH:3][cH:4][c:5]([C:8]2([C:11](=[O:12])[OH:13])[CH2:9][CH2:10]2)[cH:6][cH:7]1.